From a dataset of the Open Reaction Database (ORD), a public repository of structured organic reaction records. describe an organic reaction: reactants, conditions, products, and yield The reactants are ClC1=C(SC(=C1)I)C1=C(N=C2N1N=C(C=C2C(CC)CC)C)C (3-(3-chloro-5-iodo-thiophen-2-yl)-8-(1-ethyl-propyl)-2,6-dimethyl-imidazo[1,2-b]pyridazine), N1N=NC=C1 (1H-triazole), C(=O)([O-])[O-].[Cs+].[Cs+] (Cs2CO3), CN[C@@H]1[C@H](CCCC1)NC ((1S,2S)-(+)-N,N′-dimethylcyclohexane-1,2-diamine). Reagents/catalysts: [Cu]I (CuI). Solvent: CN(C)C=O (DMF), C(Cl)Cl (CH2Cl2). Conditions: temperature 112 celsius. The product is ClC1=C(SC(=C1)N1N=CN=C1)C1=C(N=C2N1N=C(C=C2C(CC)CC)C)C (3-(3-Chloro-5-[1,2,4]triazol-1-yl-thiophen-2-yl)-8-(1-ethyl-propyl)-2,6-dimethyl-imidazo[1,2-b]pyridazine). The yield is 71.4%. Reaction SMILES: [Cl:1][C:2]1[CH:6]=[C:5](I)[S:4][C:3]=1[C:8]1[N:12]2[N:13]=[C:14]([CH3:22])[CH:15]=[C:16]([CH:17]([CH2:20][CH3:21])[CH2:18][CH3:19])[C:11]2=[N:10][C:9]=1[CH3:23].N1C=[CH:27][N:26]=[N:25]1.C([O-])([O-])=O.[Cs+].[Cs+].[CH3:35][NH:36][C@H]1CCCC[C@@H]1NC>C(Cl)Cl.[Cu]I.CN(C=O)C>[Cl:1][C:2]1[CH:6]=[C:5]([N:26]2[CH:27]=[N:36][CH:35]=[N:25]2)[S:4][C:3]=1[C:8]1[N:12]2[N:13]=[C:14]([CH3:22])[CH:15]=[C:16]([CH:17]([CH2:20][CH3:21])[CH2:18][CH3:19])[C:11]2=[N:10][C:9]=1[CH3:23] |f:2.3.4|. Reported procedure: To a solution of 3-(3-chloro-5-iodo-thiophen-2-yl)-8-(1-ethyl-propyl)-2,6-dimethyl-imidazo[1,2-b]pyridazine (0.30 g, 0.65 mmol), 1H-triazole (0.047 g, 0.69 mmol), CuI (0.0062, 0.033 mmol), Cs2CO3 (0.45 g, 1.37 mmol) and DMF (3 mL) is added (1S,2S)-(+)-N,N′-dimethylcyclohexane-1,2-diamine (0.014 mL, 0.098 mmol). The solution is heated at 112° C. overnight, diluted with CH2Cl2 (10 mL) and filtered thru Celite® and concentrated. The residue is purified by ISCO flash chromatography (30%-40% EtOAc gr...